Dataset: the Open Reaction Database (ORD), a public repository of structured organic reaction records. Task: describe an organic reaction: reactants, conditions, products, and yield Starting materials: Cc1[nH]c(=O)c(C#N)cc1-c1ccccc1, O, O=P(Cl)(Cl)c1ccccc1. The product is Cc1nc(Cl)c(C#N)cc1-c1ccccc1. Reaction SMILES: [C:1](#[N:2])[c:3]1[c:4](=[O:16])[nH:5][c:6]([CH3:15])[c:7](-[c:9]2[cH:10][cH:11][cH:12][cH:13][cH:14]2)[cH:8]1.[OH2:27].[c:17]1([P:18]([Cl:19])(=[O:20])[Cl:25])[cH:21][cH:22][cH:23][cH:24][cH:26]1>>[C:1](#[N:2])[c:3]1[c:4]([Cl:25])[n:5][c:6]([CH3:15])[c:7](-[c:9]2[cH:10][cH:11][cH:12][cH:13][cH:14]2)[cH:8]1. Starting materials: C(C)(C)(C)C1=NN(C=N1)CO (3-t-butyl-1H-1,2,4-triazole1-ylmethanol), S(=O)(Cl)Cl (thionyl chloride). The product is Cl.C(C)(C)(C)C1=NN(C=N1)CCl (3-t-butyl-1-(chloromethyl)-1H-1,2,4-triazole hydrochloride). As a reaction SMILES: [C:1]([C:5]1[N:9]=[CH:8][N:7]([CH2:10]O)[N:6]=1)([CH3:4])([CH3:3])[CH3:2].S(Cl)([Cl:14])=O>>[ClH:14].[C:1]([C:5]1[N:9]=[CH:8][N:7]([CH2:10][Cl:14])[N:6]=1)([CH3:4])([CH3:3])[CH3:2] |f:2.3|. Reported procedure: The mixture of 1.38 g of 3-t-butyl-1H-1,2,4-triazole1-ylmethanol and 2.7 ml of thionyl chloride was stirred under reflux condition for 3 hours. After the reaction mixture was cooled to room temperature, the reaction mixture was concentrated under reduced pressure. The residue was recrystallized from hexane to obtain 1.72 g of 3-t-butyl-1-(chloromethyl)-1H-1,2,4-triazole hydrochloride. 1H-NMR (CDCl3, TMS, δ (ppm)): 1.36 (9H, s), 5.83 (2H, s), 8.17 (1H, s) RXN SMILES: [CH2:1]([C:3]1[CH:18]=[C:17]([C:19]2[N:23]=[C:22]([C:24]3[CH:29]=[C:28]([CH3:30])[N:27]=[C:26]([NH:31][CH2:32]C)[N:25]=3)[O:21][N:20]=2)[CH:16]=[C:15]([CH3:34])[C:4]=1[O:5][CH2:6][C@@H:7]([OH:14])[CH2:8][NH:9][C:10](=[O:13])[CH2:11][OH:12])C.CC1N=C(NC)N=C(C(O)=O)C=1.OCC(NCC(O)COC1C(C)=CC(C(=N)NO)=CC=1C)=O>>[CH3:34][C:15]1[CH:16]=[C:17]([C:19]2[N:23]=[C:22]([C:24]3[CH:29]=[C:28]([CH3:30])[N:27]=[C:26]([NH:31][CH3:32])[N:25]=3)[O:21][N:20]=2)[CH:18]=[C:3]([CH3:1])[C:4]=1[O:5][CH2:6][CH:7]([OH:14])[CH2:8][NH:9][C:10](=[O:13])[CH2:11][OH:12]. Reported procedure: rac-N-(3-{2,6-Dimethyl-4-[5-(6-methyl-2-methylamino-pyrimidin-4-yl)-[1,2,4]oxadiazol-3-yl]-phenoxy}-2-hydroxy-propyl)-2-hydroxy-acetamide is prepared in analogy to N—((S)-3-{2-ethyl-4-[5-(2-ethylamino-6-methyl-pyrimidin-4-yl)-[1,2,4]oxadiazol-3-yl]-6-methyl-phenoxy}-2-hydroxy-propyl)-2-hydroxy-acetamide using 6-methyl-2-methylamino-pyrimidine-4-carboxylic acid and 2-hydroxy-N-{2-hydroxy-3-[4-(N-hydroxycarbamimidoyl)-2,6-dimethyl-phenoxy]-propyl}-acetamide; LC-MS: tR=0.85 min; [M+H]+=443.21. Yields the product CC1=C(OCC(CNC(CO)=O)O)C(=CC(=C1)C1=NOC(=N1)C1=NC(=NC(=C1)C)NC)C (rac-N-(3-{2,6-Dimethyl-4-[5-(6-methyl-2-methylamino-pyrimidin-4-yl)-[1,2,4]oxadiazol-3-yl]-phenoxy}-2-hydroxy-propyl)-2-hydroxy-acetamide). Starting materials: C(C)C1=C(OC[C@H](CNC(CO)=O)O)C(=CC(=C1)C1=NOC(=N1)C1=NC(=NC(=C1)C)NCC)C (N—((S)-3-{2-ethyl-4-[5-(2-ethylamino-6-methyl-pyrimidin-4-yl)-[1,2,4]oxadiazol-3-yl]-6-methyl-phenoxy}-2-hydroxy-propyl)-2-hydroxy-acetamide), CC1=CC(=NC(=N1)NC)C(=O)O (6-methyl-2-methylamino-pyrimidine-4-carboxylic acid), OCC(=O)NCC(COC1=C(C=C(C=C1C)C(NO)=N)C)O (2-hydroxy-N-{2-hydroxy-3-[4-(N-hydroxycarbamimidoyl)-2,6-dimethyl-phenoxy]-propyl}-acetamide). The reactants are C(C)(C)(C)OC(CC(C(CF)O)NC([C@H](CC1=CC=CC=C1)N1C(C(=CC=C1)NC(C1=CC=CC=C1)=O)=O)=O)=O (3(R,S)-[2(S)-(3-benzoylamino-2-oxo-2H-pyridin-1-yl)-3-phenyl-propionylamino]-5-fluoro-4(R,S)-hydroxy-pentanoic acid tert-butyl ester), CC(=O)OI1(C2=CC=CC=C2C(=O)O1)(OC(=O)C)OC(=O)C (1,1,1-triacetoxy-1,1-dihydro-1,2-benziodoxol-3(1H)-one), C(O)([O-])=O.[Na+] (sodium hydrogen carbonate), S(=S)(=O)([O-])[O-].[Na+].[Na+] (sodium thiosulfate). Solvent: C(Cl)Cl (DCM), C(C)(=O)OCC (ethyl acetate). Reaction conditions: time 2 hour. Product: C(C)(C)(C)OC(CC(C(CF)=O)NC([C@H](CC1=CC=CC=C1)N1C(C(=CC=C1)NC(C1=CC=CC=C1)=O)=O)=O)=O (3(R,S)-[2(S)-(3-Benzoylamino-2-oxo-2H-pyridin-1-yl)-3-phenyl-propionylamino]-5-fluoro-4-oxo-pentanoic acid tert-butyl ester). The yield is 63.3%. Reaction SMILES: [C:1]([O:5][C:6](=[O:40])[CH2:7][CH:8]([NH:13][C:14](=[O:39])[C@@H:15]([N:23]1[CH:28]=[CH:27][CH:26]=[C:25]([NH:29][C:30](=[O:37])[C:31]2[CH:36]=[CH:35][CH:34]=[CH:33][CH:32]=2)[C:24]1=[O:38])[CH2:16][C:17]1[CH:22]=[CH:21][CH:20]=[CH:19][CH:18]=1)[CH:9]([OH:12])[CH2:10][F:11])([CH3:4])([CH3:3])[CH3:2].CC(OI1(OC(C)=O)(OC(C)=O)OC(=O)C2C1=CC=CC=2)=O.C(=O)([O-])O.[Na+].S([O-])([O-])(=O)=S.[Na+].[Na+]>C(Cl)Cl.C(OCC)(=O)C>[C:1]([O:5][C:6](=[O:40])[CH2:7][CH:8]([NH:13][C:14](=[O:39])[C@@H:15]([N:23]1[CH:28]=[CH:27][CH:26]=[C:25]([NH:29][C:30](=[O:37])[C:31]2[CH:36]=[CH:35][CH:34]=[CH:33][CH:32]=2)[C:24]1=[O:38])[CH2:16][C:17]1[CH:22]=[CH:21][CH:20]=[CH:19][CH:18]=1)[C:9](=[O:12])[CH2:10][F:11])([CH3:4])([CH3:2])[CH3:3] |f:2.3,4.5.6|. Procedure: A stirred solution of 3(R,S)-[2(S)-(3-benzoylamino-2-oxo-2H-pyridin-1-yl)-3-phenyl-propionylamino]-5-fluoro-4(R,S)-hydroxy-pentanoic acid tert-butyl ester (1.23 g, 2.23 mmol) in anhydrous DCM (25 mL) was treated with 1,1,1-triacetoxy-1,1-dihydro-1,2-benziodoxol-3(1H)-one (Dess-Martin periodinane) (1.13 g, 2.67 mmol) at 0° C. The resulting mixture was kept at 0° C. for 2 hours, diluted with ethyl acetate, then poured into a 1:1 mixture of saturated aqueous sodium hydrogen carbonate and saturated ... Reactants: CCCCCCCCOC(C)CO, [Cl-], Cl, Cc1ccc(S(=O)(=O)O)cc1, c1ccncc1. Product: CCCCCCCCOC(C)COS(=O)(=O)c1ccc(C)cc1. As a reaction SMILES: [CH2:1]([CH2:2][CH2:3][CH2:4][CH2:5][CH2:6][CH2:7][CH3:8])[O:9][CH:10]([CH2:11][OH:12])[CH3:13].[Cl-:14].[ClH:26].[c:15]1([CH3:25])[cH:16][cH:17][c:18]([S:21](=[O:22])(=[O:23])[OH:24])[cH:19][cH:20]1.[cH:27]1[cH:28][cH:29][n:30][cH:31][cH:32]1>>[CH2:1]([CH2:2][CH2:3][CH2:4][CH2:5][CH2:6][CH2:7][CH3:8])[O:9][CH:10]([CH2:11][O:12][S:21]([c:18]1[cH:17][cH:16][c:15]([CH3:25])[cH:20][cH:19]1)(=[O:22])=[O:23])[CH3:13]. Reactants: Cl.C1C2(CCC3=CC=CC=C13)CCC(CC2)N (3',4'-Dihydrospiro[cyclohexane-1,2'(1'H)-naphthalen]-4-ylamine hydrochloride), 2,2-dimethyl-1,3-propanediol ketal, ClCCCC(=O)C1=CC=C(C=C1)F (4-chloro-4'-fluorobutyrophenone), [I-].[K+] (potassium iodide), C([O-])([O-])=O.[K+].[K+] (potassium carbonate). Solvent: CN(C=O)C (dimethylformamide). Reaction conditions: time 4 hour. Yields the product Cl.FC1=CC=C(C=C1)C(CCCNC1CCC2(CC3=CC=CC=C3CC2)CC1)=O (4'-fluoro-4-[[3',4'-dihydrospiro[cyclohexane-1,2'(1'H)-naphthalen]-4-yl]amino]butyrophenone hydrochloride). Isolated yield 39.0%. As a reaction SMILES: Cl.[CH2:2]1[C:11]2[C:6](=[CH:7][CH:8]=[CH:9][CH:10]=2)[CH2:5][CH2:4][C:3]21[CH2:16][CH2:15][CH:14]([NH2:17])[CH2:13][CH2:12]2.[I-].[K+].C(=O)([O-])[O-].[K+].[K+].[Cl:26][CH2:27][CH2:28][CH2:29][C:30]([C:32]1[CH:37]=[CH:36][C:35]([F:38])=[CH:34][CH:33]=1)=[O:31]>CN(C)C=O>[ClH:26].[F:38][C:35]1[CH:34]=[CH:33][C:32]([C:30](=[O:31])[CH2:29][CH2:28][CH2:27][NH:17][CH:14]2[CH2:13][CH2:12][C:3]3([CH2:4][CH2:5][C:6]4[C:11](=[CH:10][CH:9]=[CH:8][CH:7]=4)[CH2:2]3)[CH2:16][CH2:15]2)=[CH:37][CH:36]=1 |f:0.1,2.3,4.5.6,9.10|. Reported procedure: The free base from 1.65 g. (0.0066 M) of 3',4'-dihydrospiro[cyclohexane-1,2'(1'H)-naphthalen]-4-ylamine hydrochloride [I(c)] (prepared in Example 10C), 1.34 g. of potassium iodide, 2.06 g. of potassium carbonate and 1.9 g. of the 2,2-dimethyl-1,3-propanediol ketal of 4-chloro-4'-fluorobutyrophenone in 35 ml. of dimethylformamide are heated in an oil bath at about 90° C. for about 18 hours. The solvent is removed under vacuum and the residue that remains in dissolved in benzene and water. The org... The reactants are ClC1=CC=C(C(=O)C2=CC=C(CBr)C=C2)C=C1 (4-(4-chlorobenzoyl)benzyl bromide), ClC1=C(C2=C(C=NN(C2=O)C)N1)Cl (2,3-dichloro-5-methyl-1H-pyrrolo[2,3-d]pyridazin-4(5H)-one), [H-].[Na+] (sodium hydride), O (water). Solvent: CN(C)C=O (DMF), CN(C)C=O (DMF), CN(C)C=O (DMF). Reaction conditions: time 3 hour. The product is ClC1=CC=C(C(=O)C2=CC=C(CN3C(=C(C4=C3C=NN(C4=O)C)Cl)Cl)C=C2)C=C1 (1-[4-(4-Chlorobenzoyl)benzyl]-2,3-dichloro-5-methyl-1H-pyrrolo[2,3-d]pyridazin-4(5H)-one). The yield is 42.4%. Reaction SMILES: [Cl:1][C:2]1[NH:12][C:5]2[CH:6]=[N:7][N:8]([CH3:11])[C:9](=[O:10])[C:4]=2[C:3]=1[Cl:13].[H-].[Na+].[Cl:16][C:17]1[CH:32]=[CH:31][C:20]([C:21]([C:23]2[CH:30]=[CH:29][C:26]([CH2:27]Br)=[CH:25][CH:24]=2)=[O:22])=[CH:19][CH:18]=1.O>CN(C=O)C>[Cl:16][C:17]1[CH:18]=[CH:19][C:20]([C:21]([C:23]2[CH:30]=[CH:29][C:26]([CH2:27][N:12]3[C:5]4[CH:6]=[N:7][N:8]([CH3:11])[C:9](=[O:10])[C:4]=4[C:3]([Cl:13])=[C:2]3[Cl:1])=[CH:25][CH:24]=2)=[O:22])=[CH:31][CH:32]=1 |f:1.2|. Procedure details: A solution of 2,3-dichloro-5-methyl-1H-pyrrolo[2,3-d]pyridazin-4(5H)-one (404 mg) in DMF (70 ml) was dripped into a suspension of 60% sodium hydride-oil (96 mg) in DMF (10 ml) on an ice-water bath. After 3 hours of stirring at room temperature, a solution of 4-(4-chlorobenzoyl)benzyl bromide (681 mg) in DMF (15 ml) was added and the mixture was further stirred at room temperature for 18 hours. The reaction was stopped by adding water and the reaction mixture was extracted with ethyl acetate. The... The reactants are C=CCOC(=O)c1cccn1NCCC(C)C, CS(=O)(=O)Nc1ccc2c(c1)S(=O)(=O)C=C(CC(=O)O)N2, CCN=C=NCCCN(C)C, CN1CCOCC1, CN(C)C=O, Cl, Cl. Product: C=CCOC(=O)c1cccn1N(CCC(C)C)C(=O)CC1=CS(=O)(=O)c2cc(NS(C)(=O)=O)ccc2N1. As a reaction SMILES: [CH2:22]([CH:23]=[CH2:24])[O:25][C:26](=[O:27])[c:28]1[n:29]([NH:33][CH2:34][CH2:35][CH:36]([CH3:37])[CH3:38])[cH:30][cH:31][cH:32]1.[CH3:1][S:2](=[O:3])(=[O:4])[NH:5][c:6]1[cH:7][c:8]2[c:9]([cH:20][cH:21]1)[NH:10][C:11]([CH2:16][C:17](=[O:18])[OH:19])=[CH:12][S:13]2(=[O:14])=[O:15].[CH3:40][N:41]([CH3:42])[CH2:43][CH2:44][CH2:45][N:46]=[C:47]=[N:48][CH2:49][CH3:50].[CH3:51][N:52]1[CH2:53][CH2:54][O:55][CH2:56][CH2:57]1.[CH3:59][N:60]([CH3:61])[CH:62]=[O:63].[ClH:39].[ClH:58]>>[CH3:1][S:2](=[O:3])(=[O:4])[NH:5][c:6]1[cH:7][c:8]2[c:9]([cH:20][cH:21]1)[NH:10][C:11]([CH2:16][C:17](=[O:19])[N:33]([n:29]1[c:28]([C:26]([O:25][CH2:22][CH:23]=[CH2:24])=[O:27])[cH:32][cH:31][cH:30]1)[CH2:34][CH2:35][CH:36]([CH3:37])[CH3:38])=[CH:12][S:13]2(=[O:14])=[O:15]. The reactants are ClCCCCOC=1C=CC2=C(C(OC(N2)=O)(C)C)C1 (6-(4-chlorobutoxy)-4,4-dimethyl-4H-3,1-benzoxazin-2-one), C1(CCCCC1)S (cyclohexylmercaptan). The product is C1(CCCCC1)SCCCCOC=1C=CC2=C(C(OC(N2)=O)(C)C)C1 (6-(4-Cyclohexylmercapto-butoxy)-4,4-dimethyl-4H-3,1-benzoxazin-2-one). As a reaction SMILES: Cl[CH2:2][CH2:3][CH2:4][CH2:5][O:6][C:7]1[CH:8]=[CH:9][C:10]2[NH:15][C:14](=[O:16])[O:13][C:12]([CH3:18])([CH3:17])[C:11]=2[CH:19]=1.[CH:20]1([SH:26])[CH2:25][CH2:24][CH2:23][CH2:22][CH2:21]1>>[CH:20]1([S:26][CH2:2][CH2:3][CH2:4][CH2:5][O:6][C:7]2[CH:8]=[CH:9][C:10]3[NH:15][C:14](=[O:16])[O:13][C:12]([CH3:18])([CH3:17])[C:11]=3[CH:19]=2)[CH2:25][CH2:24][CH2:23][CH2:22][CH2:21]1. Procedure: Prepared analogously to Example 1 from 6-(4-chlorobutoxy)-4,4-dimethyl-4H-3,1-benzoxazin-2-one and cyclohexylmercaptan.